Dataset: the Open Reaction Database (ORD), a public repository of structured organic reaction records. Task: describe an organic reaction: reactants, conditions, products, and yield Starting materials: C(CCl)Cl (EDC), CN1CCC(=C2C3=CC=CC=C3C=CC4=CC=CC=C42)CC1 (reactin), C(C)(C)(C)OC(=O)N1CC2=CC(=CC=C2CC1)NC1=CC(=NC=C1N)OC1=CC(=CC=C1)NC(C)=O (7-[2-(3-Acetylamino-phenoxy)-5-amino-pyridin-4-ylamino]-3,4-dihydro-1H-isoquinoline-2-carboxylic acid tert-butyl ester), C(#N)CC(=O)O (cyanoacetic acid). The solvent is CCN(CC)CC (Et3N), O (water), CN(C)C=O (DMF), CC(=O)O (AcOH). Conditions: time 2 day. Yields the product C(C)(C)(C)OC(=O)N1CC2=CC(=CC=C2CC1)N1C(=NC=2C=NC(=CC21)OC2=CC(=CC=C2)NC(C)=O)CC#N (7-[6-(3-Acetylamino-phenoxy)-2-cyanomethyl-imidazo[4,5-c]pyridin-1-yl]-3,4-dihydro-1H-isoquinoline-2-carboxylic acid tert-butyl ester). As a reaction SMILES: [C:1]([O:5][C:6]([N:8]1[CH2:17][CH2:16][C:15]2[C:10](=[CH:11][C:12]([NH:18][C:19]3[C:24]([NH2:25])=[CH:23][N:22]=[C:21]([O:26][C:27]4[CH:32]=[CH:31][CH:30]=[C:29]([NH:33][C:34](=[O:36])[CH3:35])[CH:28]=4)[CH:20]=3)=[CH:13][CH:14]=2)[CH2:9]1)=[O:7])([CH3:4])([CH3:3])[CH3:2].[C:37]([CH2:39][C:40](O)=O)#[N:38].C(Cl)CCl.CN1CCC(=C2C3C(=CC=CC=3)C=CC3C2=CC=CC=3)CC1>CN(C=O)C.CC(O)=O.O.CCN(CC)CC>[C:1]([O:5][C:6]([N:8]1[CH2:17][CH2:16][C:15]2[C:10](=[CH:11][C:12]([N:18]3[C:19]4[CH:20]=[C:21]([O:26][C:27]5[CH:32]=[CH:31][CH:30]=[C:29]([NH:33][C:34](=[O:36])[CH3:35])[CH:28]=5)[N:22]=[CH:23][C:24]=4[N:25]=[C:40]3[CH2:39][C:37]#[N:38])=[CH:13][CH:14]=2)[CH2:9]1)=[O:7])([CH3:4])([CH3:2])[CH3:3]. Reported procedure: The product from Step 3 (2.54 g crude) and cyanoacetic acid (0.88 g, 10.4 mmol) were dissolved in DMF (10 mL) and Et3N (3.6 mL) was added. To the solution was added EDC (2.2 g, 11.4 mmol), and the mixture was allowed to stir at rt for 2 days. The reactin mixture was poured into water and extracted with ethyl acetate. The separated organic layer was dried over MgSO4, filtered, and concentrated to give a dark oil. The oil was dissolved in AcOH (5 mL) and the solution was heated at 100° C. for 4 ho... The reactants are FC1=CC=C(C=C1)N1N=C(C=C1C1=CC=C(C=C1)SC)N (1-(4-fluorophenyl)-5-[4-(methylthio)-phenyl]pyrazol-3-amine), cupric chloride, N(=O)OC(C)(C)C (t-butyl nitrite). The solvent is C(C)#N (acetonitrile), O1CCOCC1 (dioxane). Reaction conditions: time 4 hour. Yields the product FC1=CC=C(C=C1)N1N=CC=C1C1=CC=C(C=C1)SC (1-(4-fluorophenyl)-5-[4-(methylthio)phenyl]-pyrazole). Yield: 49.1%. As a reaction SMILES: [F:1][C:2]1[CH:7]=[CH:6][C:5]([N:8]2[C:12]([C:13]3[CH:18]=[CH:17][C:16]([S:19][CH3:20])=[CH:15][CH:14]=3)=[CH:11][C:10](N)=[N:9]2)=[CH:4][CH:3]=1.N(OC(C)(C)C)=O>C(#N)C.O1CCOCC1>[F:1][C:2]1[CH:3]=[CH:4][C:5]([N:8]2[C:12]([C:13]3[CH:18]=[CH:17][C:16]([S:19][CH3:20])=[CH:15][CH:14]=3)=[CH:11][CH:10]=[N:9]2)=[CH:6][CH:7]=1. Procedure: A mixture of 1-(4-fluorophenyl)-5-[4-(methylthio)-phenyl]pyrazol-3-amine (3 g), cupric chloride (1.6 g) and t-butyl nitrite (1.14 g) in acetonitrile (50 ml) and dioxane (20 ml) was stirred at ambient temperature for 4 hours. The insoluble was filtered, and to the filtrate were added ethyl acetate and water. The organic layer was separated, washed with dilute hydrochloric acid, dried and concentrated. The oily residue (3.8 g) was purified by column chromatography on silica gel (40 g) eluting with... Reactants: C(C)(=O)O (acetic acid), C(=O)(N1C=NC=C1)N1C=NC=C1 (1,1′-carbonyl-diimidazole), ONC(=N)C1=CC2=C(N=C(OC2)N[C@@H]2CCC3=CC=CC=C23)C=C1 (N-Hydroxy-2-((R)-indan-1-ylamino)-4H-benzo[d][1,3]oxazine-6-carboxamidine). The solvent is O1CCCC1 (tetrahydrofuran). Reaction conditions: temperature 70 celsius, time 90 minute. Product: [C@H]1(CCC2=CC=CC=C12)NC=1OCC2=C(N1)C=CC(=C2)C2=NOC(=N2)C ((R)-Indan-1-yl-[6-(5-methyl-[1,2,4]oxadiazol-3-yl)-4H-benzo[d][1,3]oxazin-2-yl]-amine). The yield is 53.4%. As a reaction SMILES: [C:1]([OH:4])(=O)[CH3:2].C(N1C=CN=C1)(N1C=CN=C1)=O.O[NH:18][C:19]([C:21]1[CH:40]=[CH:39][C:24]2[N:25]=[C:26]([NH:29][C@H:30]3[C:38]4[C:33](=[CH:34][CH:35]=[CH:36][CH:37]=4)[CH2:32][CH2:31]3)[O:27][CH2:28][C:23]=2[CH:22]=1)=[NH:20]>O1CCCC1>[C@H:30]1([NH:29][C:26]2[O:27][CH2:28][C:23]3[CH:22]=[C:21]([C:19]4[N:20]=[C:1]([CH3:2])[O:4][N:18]=4)[CH:40]=[CH:39][C:24]=3[N:25]=2)[C:38]2[C:33](=[CH:34][CH:35]=[CH:36][CH:37]=2)[CH2:32][CH2:31]1. Reported procedure: To a stirred solution of acetic acid (67 mg, 1.12 mmol) in tetrahydrofuran (7.5 ml) was added at room temperature 1,1′-carbonyl-diimidazole (193 mg, 1.19 mmol). The mixture was allowed to stir for 15 min at room temperature and afterwards for 90 min at 70° C. N-hydroxy-2-((R)-indan-1-ylamino)-4H-benzo[d][1,3]oxazine-6-carboxamidine (Example 130) (240 mg, 0.74 mmol) was added at room temperature. The mixture was allowed to stir for 1 h at room temperature, evaporated to dryness and diluted with a... The reactants are FC(C(=O)O)(F)F (trifluoroacetic acid), C(C1=CC=CC=C1)(=O)[C@@H](C[C@@H]([C@H](CC1CCCCC1)NC([C@H](CC=1N(C=NC1)C(=O)OC(C)(C)C)NC([C@H](CC1=CC=CC=C1)CC(C(C)(C)C)=O)=O)=O)O)C(C)C ((S)-N-[(1S,2S,4S)-4-benzoyl-1-(cyclohexylmethyl)-2-hydroxy-5-methylhexyl]-α-[(R)-α-(3,3-dimethyl-2-oxobutyl)hydrocinnamamido]-3-t-butoxycarbonylimidazole-4-propionamide), C([O-])(O)=O.[Na+] (sodium bicarbonate). The solvent is C(Cl)Cl (methylene chloride). Reaction conditions: time 4 hour. Yields the product C(C1=CC=CC=C1)(=O)[C@@H](C[C@@H]([C@H](CC1CCCCC1)NC([C@H](CC=1N=CNC1)NC([C@H](CC1=CC=CC=C1)CC(C(C)(C)C)=O)=O)=O)O)C(C)C ((S)-N-[(1S,2S,4S)-4-benzoyl-1-(cyclohexylmethyl)-2-hydroxy-5-methylhexyl]-α-[(R)-α-(3,3-dimethyl-2-oxobutyl]hyrocinnamamido]imidazole-4-propionamide). Isolated yield 24.9%. Reaction SMILES: [C:1]([C@H:9]([CH:56]([CH3:58])[CH3:57])[CH2:10][C@H:11]([OH:55])[C@@H:12]([NH:20][C:21](=[O:54])[C@@H:22]([NH:36][C:37](=[O:53])[C@@H:38]([CH2:46][C:47](=[O:52])[C:48]([CH3:51])([CH3:50])[CH3:49])[CH2:39][C:40]1[CH:45]=[CH:44][CH:43]=[CH:42][CH:41]=1)[CH2:23][C:24]1[N:25](C(OC(C)(C)C)=O)[CH:26]=[N:27][CH:28]=1)[CH2:13][CH:14]1[CH2:19][CH2:18][CH2:17][CH2:16][CH2:15]1)(=[O:8])[C:2]1[CH:7]=[CH:6][CH:5]=[CH:4][CH:3]=1.FC(F)(F)C(O)=O.C(=O)(O)[O-].[Na+]>C(Cl)Cl>[C:1]([C@H:9]([CH:56]([CH3:58])[CH3:57])[CH2:10][C@H:11]([OH:55])[C@@H:12]([NH:20][C:21](=[O:54])[C@@H:22]([NH:36][C:37](=[O:53])[C@@H:38]([CH2:46][C:47](=[O:52])[C:48]([CH3:51])([CH3:50])[CH3:49])[CH2:39][C:40]1[CH:45]=[CH:44][CH:43]=[CH:42][CH:41]=1)[CH2:23][C:24]1[N:25]=[CH:26][NH:27][CH:28]=1)[CH2:13][CH:14]1[CH2:19][CH2:18][CH2:17][CH2:16][CH2:15]1)(=[O:8])[C:2]1[CH:3]=[CH:4][CH:5]=[CH:6][CH:7]=1 |f:2.3|. Procedure: 0.4 g (0.5 mmol) of (S)-N-[(1S,2S,4S)-4-benzoyl-1-(cyclohexylmethyl)-2-hydroxy-5-methylhexyl]-α-[(R)-α-(3,3-dimethyl-2-oxobutyl)hydrocinnamamido]-3-t-butoxycarbonylimidazole-4-propionamide is dissolved in 5 ml of methylene chloride and treated with 2 ml of 90% trifluoroacetic acid and stirred at room temperature for 4 hours. Thereafter, the reaction mixture is poured into 2N sodium bicarbonate solution and extracted with methylene chloride. The methylene chloride extracts are dried over potassiu... Reactants: ClC=1NC(=C(N1)[N+](=O)[O-])I (2-Chloro-5-iodo-4-nitroimidazole), triethylamine(420 μl). The reagents and catalysts are [OH-].[Pd+2].[OH-].[C] (palladium hydroxide carbon). Solvent: C(C)O (ethanol). Reaction conditions: time 5 hour. Product: ClC=1NC=C(N1)[N+](=O)[O-] (2-chloro-4-nitroimidazole). Yield: 83.5%. As a reaction SMILES: [Cl:1][C:2]1[NH:3][C:4](I)=[C:5]([N+:7]([O-:9])=[O:8])[N:6]=1>C(O)C.[OH-].[Pd+2].[OH-].[C]>[Cl:1][C:2]1[NH:3][CH:4]=[C:5]([N+:7]([O-:9])=[O:8])[N:6]=1 |f:2.3.4.5|. Reported procedure: 2-Chloro-5-iodo-4-nitroimidazole (273 mg) was dissolved in ethanol (5 ml), then triethylamine(420 μl) and 20% palladium hydroxide-carbon (27 mg) were added, the reaction mixture was subjected to hydrogenation at a room temperature under normal pressure for 5 hours, there was obtained 2-chloro-4-nitroimidazole (123 mg, yield: 83.4%) as colorless solid product. Reported procedure: The title compound, white solid (90 mg, 72%), MS (ISP) m/z=500.4 [(M+H)+], mp 236.5° C., was prepared in accordance with the general method of example 6 from trans-4-{2-[4-(2,3-dihydro-furo[2,3-c]pyridin-7-yl)-piperazin-1-yl]-ethyl}-cyclohexylamine trihydrochloride (intermediate B) (110 mg, 0.25 mmol) and 4-pyrrol-1-yl-benzoic acid. Yields the product O1CCC=2C1=C(N=CC2)N2CCN(CC2)CC[C@@H]2CC[C@H](CC2)NC(C2=CC=C(C=C2)N2C=CC=C2)=O (trans-N-(4-{2-[4-(2,3-Dihydro-furo[2,3-c]pyridin-7-yl)-piperazin-1-yl]-ethyl}-cyclohexyl)-4-pyrrol-1-yl-benzamide). The reactants are solid, Cl.Cl.Cl.O1CCC=2C1=C(N=CC2)N2CCN(CC2)CC[C@@H]2CC[C@H](CC2)N (trans-4-{2-[4-(2,3-dihydro-furo[2,3-c]pyridin-7-yl)-piperazin-1-yl]-ethyl}-cyclohexylamine trihydrochloride), Cl.Cl.Cl.O1CCC=2C1=C(N=CC2)N2CCN(CC2)CC[C@@H]2CC[C@H](CC2)N (trans-4-{2-[4-(2,3-dihydro-furo[2,3-c]pyridin-7-yl)-piperazin-1-yl]-ethyl}-cyclohexylamine trihydrochloride), N1(C=CC=C1)C1=CC=C(C(=O)O)C=C1 (4-pyrrol-1-yl-benzoic acid). As a reaction SMILES: Cl.Cl.Cl.[O:4]1[C:8]2=[C:9]([N:13]3[CH2:18][CH2:17][N:16]([CH2:19][CH2:20][C@H:21]4[CH2:26][CH2:25][C@H:24]([NH2:27])[CH2:23][CH2:22]4)[CH2:15][CH2:14]3)[N:10]=[CH:11][CH:12]=[C:7]2[CH2:6][CH2:5]1.[N:28]1([C:33]2[CH:41]=[CH:40][C:36]([C:37](O)=[O:38])=[CH:35][CH:34]=2)[CH:32]=[CH:31][CH:30]=[CH:29]1>>[O:4]1[C:8]2=[C:9]([N:13]3[CH2:18][CH2:17][N:16]([CH2:19][CH2:20][C@H:21]4[CH2:26][CH2:25][C@H:24]([NH:27][C:37](=[O:38])[C:36]5[CH:40]=[CH:41][C:33]([N:28]6[CH:32]=[CH:31][CH:30]=[CH:29]6)=[CH:34][CH:35]=5)[CH2:23][CH2:22]4)[CH2:15][CH2:14]3)[N:10]=[CH:11][CH:12]=[C:7]2[CH2:6][CH2:5]1 |f:0.1.2.3|. Starting materials: COC(=O)[C@H]1CN([C@@H]2CC3=C(NC4=CC=CC([C@H]2C1)=C34)C=C)CCC (6-n-propyl-2-vinyl-8beta-ergoline-carboxylic acid methyl ester). RXN SMILES: [CH3:1][O:2][C:3]([C@@H:5]1[CH2:19][C@H:18]2[C@@H:8]([CH2:9][C:10]3[C:20]4[C:13](=[CH:14][CH:15]=[CH:16][C:17]2=4)[NH:12][C:11]=3[CH:21]=[CH2:22])[N:7]([CH2:23][CH2:24][CH3:25])[CH2:6]1)=[O:4]>CO.[Pd]>[CH3:1][O:2][C:3]([C@@H:5]1[CH2:19][C@H:18]2[C@@H:8]([CH2:9][C:10]3[C:20]4[C:13](=[CH:14][CH:15]=[CH:16][C:17]2=4)[NH:12][C:11]=3[CH2:21][CH3:22])[N:7]([CH2:23][CH2:24][CH3:25])[CH2:6]1)=[O:4]. Reaction conditions: time 10 minute. Procedure: 0.83 g of 6-n-propyl-2-vinyl-8beta-ergoline-carboxylic acid methyl ester (2.5 mmol) is dissolved in 50 ml of methanol, mixed with 80 g of palladium/carbon 10% and hydrogenated at standard pressure and room temperature. After 10 minutes, the absorption is completed, it is filtered off and the filtrate is concentrated by evaporation. The residue is crystallized, yield of 800 mg (94% of theory) [α]D =-63° (0.1% in chloroform). Solvent: CO (methanol). The reagents and catalysts are [Pd] (palladium/carbon). The product is COC(=O)[C@H]1CN([C@@H]2CC3=C(NC4=CC=CC([C@H]2C1)=C34)CC)CCC (2-ethyl-6-n-propyl-8beta-ergoline-carboxylic acid methyl ester).